From a dataset of the Open Reaction Database (ORD), a public repository of structured organic reaction records. describe an organic reaction: reactants, conditions, products, and yield Starting materials: COC(C(C(C)C)N1C(NC(C1=O)COC1=CC=C(C=C1)Br)=O)=O (2-[4-(4-Bromophenoxymethyl)-2,5-dioxo-imidazolidin-1-yl]-3-methyl-butyric acid methyl ester), COC(C(C(C)C)N1C(NC(C1=O)COC1=CC=C(C=C1)Br)=O)=O (2-[4-(4-Bromophenoxymethyl)-2,5-dioxo-imidazolidin-1-yl]-3-methyl-butyric acid methyl ester). Run in Cl (HCl). Reaction conditions: temperature 80 celsius, time 2 hour. Yields the product BrC1=CC=C(OCC2NC(N(C2=O)C(C(=O)O)C(C)C)=O)C=C1 (2-[4-(4-Bromophenoxymethyl)-2,5-dioxo-imidazolidin-1-yl]-3-methyl-butyric acid). Isolated yield 41.0%. As a reaction SMILES: C[O:2][C:3](=[O:24])[CH:4]([N:8]1[C:12](=[O:13])[CH:11]([CH2:14][O:15][C:16]2[CH:21]=[CH:20][C:19]([Br:22])=[CH:18][CH:17]=2)[NH:10][C:9]1=[O:23])[CH:5]([CH3:7])[CH3:6]>Cl>[Br:22][C:19]1[CH:18]=[CH:17][C:16]([O:15][CH2:14][CH:11]2[C:12](=[O:13])[N:8]([CH:4]([CH:5]([CH3:6])[CH3:7])[C:3]([OH:24])=[O:2])[C:9](=[O:23])[NH:10]2)=[CH:21][CH:20]=1. Procedure: A mixture of the compound obtained in step g above (22g) (759 mg, 1.907 mmol) and 3 N HCl (20 mL) was stirred at 80° C. for 2 h. The reaction mixture was cooled down and then extracted with EtOAc. The combined organic layers were dried and concentrated; the crude product was purified by silica gel column chromatography which gave the title compound as colorless oil (300 mg, 41%). The reactants are Nc1ncccc1Br, ON=Cc1ccccc1O, Oc1ccccc1. The product is Nc1ncccc1Oc1ccccc1. As a reaction SMILES: [Br:1][c:2]1[c:3]([NH2:8])[n:4][cH:5][cH:6][cH:7]1.[OH:16][c:17]1[cH:18][cH:19][cH:20][cH:21][c:22]1[CH:23]=[N:24][OH:25].[OH:9][c:10]1[cH:11][cH:12][cH:13][cH:14][cH:15]1>>[c:2]1([O:9][c:10]2[cH:11][cH:12][cH:13][cH:14][cH:15]2)[c:3]([NH2:8])[n:4][cH:5][cH:6][cH:7]1. Reactants: CCOC(C)=O, CO, O=[N+]([O-])c1ccc(Oc2ccc3c(cnn3-c3ccc(F)cc3)c2)nc1, O=[Pt]=O. Yields the product Nc1ccc(Oc2ccc3c(cnn3-c3ccc(F)cc3)c2)nc1. As a reaction SMILES: [CH3:27][CH2:28][O:29][C:30](=[O:31])[CH3:32].[CH3:33][OH:34].[F:1][c:2]1[cH:3][cH:4][c:5](-[n:8]2[n:9][cH:10][c:11]3[cH:12][c:13]([O:17][c:18]4[n:19][cH:20][c:21]([N+:24]([O-:25])=[O:26])[cH:22][cH:23]4)[cH:14][cH:15][c:16]23)[cH:6][cH:7]1.[Pt:35](=[O:36])=[O:37]>>[F:1][c:2]1[cH:3][cH:4][c:5](-[n:8]2[n:9][cH:10][c:11]3[cH:12][c:13]([O:17][c:18]4[n:19][cH:20][c:21]([NH2:24])[cH:22][cH:23]4)[cH:14][cH:15][c:16]23)[cH:6][cH:7]1. Reactants: CN1C(=O)N(C=2N=CN(C2C1=O)CCCCC=C)C (1,3-dimethyl-7-(5-hexenyl)xanthine), ClC1=CC(=CC=C1)C(=O)OO (m-chloroperbenzoic acid), S(=O)([O-])S(=O)[O-].[Na+].[Na+] (sodium dithionite), starch iodide. The solvent is C(Cl)(Cl)Cl (chloroform). The product is CN1C(=O)N(C=2N=CN(C2C1=O)CCCCC1CO1)C (1,3-Dimethyl-7-(5,6-epoxyhexyl)xanthine). As a reaction SMILES: [CH3:1][N:2]1[C:11](=[O:12])[C:10]2[N:9]([CH2:13][CH2:14][CH2:15][CH2:16][CH:17]=[CH2:18])[CH:8]=[N:7][C:6]=2[N:5]([CH3:19])[C:3]1=[O:4].ClC1C=CC=C(C(OO)=[O:28])C=1.S(S([O-])=O)([O-])=O.[Na+].[Na+]>C(Cl)(Cl)Cl>[CH3:1][N:2]1[C:11](=[O:12])[C:10]2[N:9]([CH2:13][CH2:14][CH2:15][CH2:16][CH:17]3[O:28][CH2:18]3)[CH:8]=[N:7][C:6]=2[N:5]([CH3:19])[C:3]1=[O:4] |f:2.3.4|. Reported procedure: A solution of 31 g of 1,3-dimethyl-7-(5-hexenyl)xanthine and 34.9 g of m-chloroperbenzoic acid (70% pure) in 700 ml of chloroform was stirred at room temperature for 48 hours. The mixture was shaken with 10% strength sodium dithionite solution until the test with starch-iodide paper was negative, and washed with sodium bicarbonate solution and then with water to neutrality, dried and evaporated under reduced pressure.